Dataset: the Open Reaction Database (ORD), a public repository of structured organic reaction records. Task: describe an organic reaction: reactants, conditions, products, and yield Starting materials: BrC1=C(C=CC(=C1)F)CC#N (2-bromo-4-fluorobenzeneacetonitrile), C[O-].[Na+] (sodium methoxide), C1(=CC=CC=C1)C (toluene), CO (methanol), C1(=CC=CC=C1)C (toluene). Solvent: C(C)(=O)OCC (ethyl acetate), O (water). Conditions: temperature 70 celsius. The product is C(C)(=O)C(C#N)C1=C(C=C(C=C1)F)Br (α-acetyl-2-bromo-4-fluorobenzeneacetonitrile). Reaction SMILES: C[O-:2].[Na+].CO.[C:6]1([CH3:12])C=CC=CC=1.[Br:13][C:14]1[CH:19]=[C:18]([F:20])[CH:17]=[CH:16][C:15]=1[CH2:21][C:22]#[N:23]>C(OCC)(=O)C.O>[C:6]([CH:21]([C:15]1[CH:16]=[CH:17][C:18]([F:20])=[CH:19][C:14]=1[Br:13])[C:22]#[N:23])(=[O:2])[CH3:12] |f:0.1|. Reported procedure: A solution of sodium methoxide in methanol (25%, 34 mL, 157 mmol) was combined with toluene (200 mL). The methanol was then distilled off at 90° C. using a Dean-Stark trap. After the solution was cooled to 70° C., 2-bromo-4-fluorobenzeneacetonitrile (21.4 g, 100 mmol) dissolved in ethyl acetate (40 mL) was added from a dropping funnel over 20 min with mechanical stirring. At this point additional toluene (150 mL) was added to facilitate stirring of a voluminous light pink precipitate. The reacti... Reactants: CC(C)C1=CCC(C)(C)c2cc(O)c(Br)cc21, CCCI. Yields the product CCCOc1cc2c(cc1Br)C(C(C)C)=CCC2(C)C. As a reaction SMILES: [Br:1][c:2]1[c:3]([OH:17])[cH:4][c:5]2[c:10]([cH:11]1)[C:9]([CH:12]([CH3:13])[CH3:14])=[CH:8][CH2:7][C:6]2([CH3:15])[CH3:16].[I:18][CH2:19][CH2:20][CH3:21]>>[Br:1][c:2]1[c:3]([O:17][CH2:19][CH2:20][CH3:21])[cH:4][c:5]2[c:10]([cH:11]1)[C:9]([CH:12]([CH3:13])[CH3:14])=[CH:8][CH2:7][C:6]2([CH3:15])[CH3:16]. Conditions: time 1 hour. Reactants: 1-N, Cl (hydrochloric acid), [N+](=O)([O-])C1=C(C=C(C(=O)OCC)C=C1)NC(CC1=CC=CC=C1)=O (ethyl 4-nitro-3-phenylacetylaminobenzoate), [H-].[Na+] (sodium hydride), CI (Methyl iodide). Reaction SMILES: [N+:1]([C:4]1[CH:14]=[CH:13][C:7]([C:8]([O:10][CH2:11][CH3:12])=[O:9])=[CH:6][C:5]=1[NH:15][C:16](=[O:24])[CH2:17][C:18]1[CH:23]=[CH:22][CH:21]=[CH:20][CH:19]=1)([O-:3])=[O:2].[H-].[Na+].[CH3:27]I.Cl>CN(C)C=O>[N+:1]([C:4]1[CH:14]=[CH:13][C:7]([C:8]([O:10][CH2:11][CH3:12])=[O:9])=[CH:6][C:5]=1[N:15]([C:16](=[O:24])[CH2:17][C:18]1[CH:19]=[CH:20][CH:21]=[CH:22][CH:23]=1)[CH3:27])([O-:3])=[O:2] |f:1.2|. Yields the product [N+](=O)([O-])C1=C(C=C(C(=O)OCC)C=C1)N(C)C(CC1=CC=CC=C1)=O (ethyl 4-nitro-3-[N-(methyl)phenylacetylamino]benzoate). The solvent is CN(C=O)C (N,N-dimethylformamide). Reported procedure: A solution of 0.924 g of ethyl 4-nitro-3-phenylacetylaminobenzoate in 10 ml of N,N-dimethylformamide were added 0.166 g of 60% sodium hydride while being cooled with ice, and the mixture was stirred at room temperature for 1 hour. Methyl iodide (0.50 ml) was added thereto, and the resulting mixture was stirred at room temperature for 1 hour. The reaction solution was poured into cold 1-N hydrochloric acid, and the mixture was extracted twice with ethyl acetate. The organic layer was washed with ...